From a dataset of the Open Reaction Database (ORD), a public repository of structured organic reaction records. describe an organic reaction: reactants, conditions, products, and yield Reactants: COC1=CC=C(C=C1)C(OC(C1N(CC(C1)O)C(CCCCCNC(CCCCCCCC=CCCCCCCCC)=O)=O)C1=CC=CC=C1)C1=CC=C(C=C1)OC (octadec-9-enoic acid (6-{2-[bis-(4-methoxy-phenyl)-phenyl-methoxymethyl]-4-hydroxy-pyrrolidin-1-yl}-6-oxo-hexyl)-amide), C1(CCC(=O)O1)=O (succinic anhydride). Product: COC1=CC=C(C=C1)C(OC(C1CC(CN1C(CCCCCNC(CCCCCCCC=CCCCCCCCC)=O)=O)OC(CCC(=O)O)=O)C1=CC=CC=C1)C1=CC=C(C=C1)OC (succinic acid mono-{5-[bis-(4-methoxy-phenyl)-phenyl-methoxymethyl]-1-(6-octadec-9-enoylamino-hexanoyl)-pyrrolidin-3-yl}ester), foam. Yield: 99.0%. Reaction SMILES: [CH3:1][O:2][C:3]1[CH:8]=[CH:7][C:6]([CH:9]([C:51]2[CH:56]=[CH:55][C:54]([O:57][CH3:58])=[CH:53][CH:52]=2)[O:10][CH:11]([C:45]2[CH:50]=[CH:49][CH:48]=[CH:47][CH:46]=2)[CH:12]2[CH2:16][CH:15]([OH:17])[CH2:14][N:13]2[C:18](=[O:44])[CH2:19][CH2:20][CH2:21][CH2:22][CH2:23][NH:24][C:25](=[O:43])[CH2:26][CH2:27][CH2:28][CH2:29][CH2:30][CH2:31][CH2:32][CH:33]=[CH:34][CH2:35][CH2:36][CH2:37][CH2:38][CH2:39][CH2:40][CH2:41][CH3:42])=[CH:5][CH:4]=1.[C:59]1(=[O:65])[O:64][C:62](=[O:63])[CH2:61][CH2:60]1>>[CH3:58][O:57][C:54]1[CH:53]=[CH:52][C:51]([CH:9]([C:6]2[CH:5]=[CH:4][C:3]([O:2][CH3:1])=[CH:8][CH:7]=2)[O:10][CH:11]([C:45]2[CH:50]=[CH:49][CH:48]=[CH:47][CH:46]=2)[CH:12]2[N:13]([C:18](=[O:44])[CH2:19][CH2:20][CH2:21][CH2:22][CH2:23][NH:24][C:25](=[O:43])[CH2:26][CH2:27][CH2:28][CH2:29][CH2:30][CH2:31][CH2:32][CH:33]=[CH:34][CH2:35][CH2:36][CH2:37][CH2:38][CH2:39][CH2:40][CH2:41][CH3:42])[CH2:14][CH:15]([O:17][C:59](=[O:65])[CH2:60][CH2:61][C:62]([OH:64])=[O:63])[CH2:16]2)=[CH:56][CH:55]=1. Procedure details: Using the above described procedure, the amide 102f (2.4 g, 3 mmol) was treated with succinic anhydride and after work-up the amide was isolated as a foam (2.8 g, 99%) and this was used in the next step without further purification. Reactants: N (ammonia), FC1=NC(=CC(=N1)F)F (2,4,6-trifluoropyrimidine). Solvent: C(C)O (ethanol), C(C)O (ethanol). Yields the product NC1=NC(=CC(=N1)F)F (2-amino-4,6-difluoropyrimidine). The yield is 54.9%. Reaction SMILES: [NH3:1].F[C:3]1[N:8]=[C:7]([F:9])[CH:6]=[C:5]([F:10])[N:4]=1>C(O)C>[NH2:1][C:3]1[N:8]=[C:7]([F:9])[CH:6]=[C:5]([F:10])[N:4]=1. Procedure details: This entailed, in the first stage of the synthesis, absolute ethanol being saturated with ammonia at 0° C., and a solution of 2,4,6-trifluoropyrimidine (II) and ethanol then being added to the solution obtained in this way. It was possible, after elaborate separation of the isomers, to isolate 2-amino-4,6-difluoropyrimidine IVa' in 54.9% yield. Starting materials: O=S(O)c1ccc(Br)cc1, C=CC(=O)OC(C)(C)C, CCO, CC(=O)O, CCOC(C)=O, [Na]. The product is CC(C)(C)OC(=O)CCS(=O)(=O)c1ccc(Br)cc1. As a reaction SMILES: [Br:2][c:3]1[cH:4][cH:5][c:6]([S:9](=[O:10])[OH:11])[cH:7][cH:8]1.[C:12]([CH3:13])([CH3:14])([CH3:15])[O:16][C:17]([CH:18]=[CH2:19])=[O:20].[CH3:21][CH2:22][OH:23].[CH3:24][C:25](=[O:26])[OH:27].[CH3:28][CH2:29][O:30][C:31](=[O:32])[CH3:33].[Na:1]>>[Br:2][c:3]1[cH:4][cH:5][c:6]([S:9](=[O:10])(=[O:11])[CH2:19][CH2:18][C:17]([O:16][C:12]([CH3:13])([CH3:14])[CH3:15])=[O:20])[cH:7][cH:8]1.